The task is: describe an organic reaction: reactants, conditions, products, and yield. This data is from the Open Reaction Database (ORD), a public repository of structured organic reaction records. Reaction SMILES: [CH2:15]1[O:16][CH2:17][CH2:18][CH2:19]1.[CH3:13][I:14].[H-:11].[Na+:12].[s:1]1[c:2]([CH2:6][C:7](=[O:8])[O:9][CH3:10])[cH:3][cH:4][cH:5]1>>[s:1]1[c:2]([CH:6]([C:7](=[O:8])[O:9][CH3:10])[CH3:13])[cH:3][cH:4][cH:5]1. Starting materials: C1CCOC1, CI, [H-], [Na+], COC(=O)Cc1cccs1. Yields the product COC(=O)C(C)c1cccs1. The reactants are ClC1=NC(=CC=C1)CC(=O)OCC (Ethyl 2-Chloropyridin-6-ylacetate), CC(C)C[AlH]CC(C)C (DIBAL). Solvent: C(Cl)Cl (CH2Cl2). Product: ClC1=NC(=CC=C1)CCO (2-(2-Chloropyridin-6-yl)ethanol). As a reaction SMILES: [Cl:1][C:2]1[CH:7]=[CH:6][CH:5]=[C:4]([CH2:8][C:9](OCC)=[O:10])[N:3]=1.CC(C[AlH]CC(C)C)C>C(Cl)Cl>[Cl:1][C:2]1[CH:7]=[CH:6][CH:5]=[C:4]([CH2:8][CH2:9][OH:10])[N:3]=1. Procedure: Ester 30-1 (1.34 g, 6.7 mmol) was dissolved in 10 mL CH2Cl2 at -78°, DIBAL (1M in CH2Cl2, 17 mL, 17 mmol) was added, the mixture was warmed to RT for 15 min before quenching in a mixture of 25 mL saturated aqueous Na-K tartrate and 100 mL EtOAc. This mixture was shaken vigorously. The phases were allowed to separate, and the organic layer was washed with brine, dried (MgSO4), concentrated and chromatographed (silica, 40% EtOAc/hexane), providing 30-2 as a yellow oil.